Dataset: the Open Reaction Database (ORD), a public repository of structured organic reaction records. Task: describe an organic reaction: reactants, conditions, products, and yield Reactants: CCOC(=O)C (EtOAc), resultant solution, CC(C)C[AlH]CC(C)C (DIBAL), COC(=O)[C@@H]1CSCCCCOC=2C=CC(C[C@@H](C(N[C@H](C(N1)=O)C(C)C)=O)NS(=O)(=O)C1=CC=C(C=C1)F)=CC2 ((9R,12S,15S)-15-(4-Fluoro-benzenesulfonylamino)-12-isopropyl-11,14-dioxo-2-oxa-7-thia-10,13-diaza-bicyclo[15.2.2]henicosa-1(20),17(21),18-triene-9-carboxylic acid methyl ester). The solvent is C(Cl)Cl (DCM). Reaction conditions: temperature -78 celsius, time 2 hour. The product is FC1=CC=C(C=C1)S(=O)(=O)N[C@@H]1C(N[C@H](C(N[C@@H](CSCCCCOC=2C=CC(C1)=CC2)C=O)=O)C(C)C)=O (4-Fluoro-N-((9R,12S,15S)-9-formyl-12-isopropyl-11,14-dioxo-2-oxa-7-thia-10,13-diaza-bicyclo[15.2.2]henicosa-1(20),17(21), 18-trien-15-yl)-benzenesulfonamide). Reaction SMILES: C[O:2][C:3]([C@H:5]1[NH:23][C:22](=[O:24])[C@H:21]([CH:25]([CH3:27])[CH3:26])[NH:20][C:19](=[O:28])[C@@H:18]([NH:29][S:30]([C:33]2[CH:38]=[CH:37][C:36]([F:39])=[CH:35][CH:34]=2)(=[O:32])=[O:31])[CH2:17][C:16]2=[CH:40][CH:41]=[C:13]([CH:14]=[CH:15]2)[O:12][CH2:11][CH2:10][CH2:9][CH2:8][S:7][CH2:6]1)=O.CC(C[AlH]CC(C)C)C.CCOC(C)=O>C(Cl)Cl>[F:39][C:36]1[CH:35]=[CH:34][C:33]([S:30]([NH:29][C@H:18]2[CH2:17][C:16]3=[CH:40][CH:41]=[C:13]([CH:14]=[CH:15]3)[O:12][CH2:11][CH2:10][CH2:9][CH2:8][S:7][CH2:6][C@@H:5]([CH:3]=[O:2])[NH:23][C:22](=[O:24])[C@H:21]([CH:25]([CH3:26])[CH3:27])[NH:20][C:19]2=[O:28])(=[O:31])=[O:32])=[CH:38][CH:37]=1. Reported procedure: Ester 57 (47 mg) was dissolved in DCM (6 mL) under an atmosphere of argon. The reaction was cooled to −78° C. To the resultant solution DIBAL (0.42 mL) was added dropwise. This was stirred for 2 h before being allowed to warm to rt overnight. The reaction mixture was partitioned between EtOAc and 1M hydrochloric acid. The aqueous phase was extracted again with EtOAc and the combined organic extracts were dried (MgSO4), filtered and concentrated in vacuo. Purification was achieved using flash chr... Starting materials: [Si](C)(C)(C(C)(C)C)OC[C@H](C)NC(OCC1=CC=CC=C1)=O (benzyl N-[2-t-butyldimethylsilyloxy-1(S)-methylethyl]carbamate). The reagents and catalysts are [Pd] (palladium-on-carbon). The solvent is C(C)O (ethanol). The product is [Si](C)(C)(C(C)(C)C)OC[C@H](C)N (2-t-Butyldimethylsilyloxy-1(S)-methylethylamine). The yield is 95.1%. As a reaction SMILES: [Si:1]([O:8][CH2:9][C@@H:10]([NH:12]C(=O)OCC1C=CC=CC=1)[CH3:11])([C:4]([CH3:7])([CH3:6])[CH3:5])([CH3:3])[CH3:2]>[Pd].C(O)C>[Si:1]([O:8][CH2:9][C@@H:10]([NH2:12])[CH3:11])([C:4]([CH3:7])([CH3:6])[CH3:5])([CH3:3])[CH3:2]. Reported procedure: A procedure similar to that described in Preparation 9 was repeated, except that 10.22 g of benzyl N-[2-t-butyldimethylsilyloxy-1(S)-methylethyl]carbamate (prepared as described in Preparation 32), 2.00 g of 10% w/w palladium-on-carbon and 80 ml of ethanol were used, to give 5.69 g of the title compound having an Rf value of 0.27 (on silica gel thin layer chromatography, using a 1:3 by volume mixture of ethyl acetate and hexane as the developing solvent) and having [α]D =+9.7° (methanol, c=1.040... Starting materials: 408.8, COC(=O)C=1N=CNC1 (methyl-imidazole-4-carboxylate), C(CBr)Br (ethylene dibromide), ClC1=CC=C(C=C1)[C@H]1C[C@]12C(NC1=CC=CC=C21)=O ((1S,2R)-2-(4-chlorophenyl)spiro[cyclopropane-1,3′-indolin]-2′-one). Product: ClC1=CC=C(C=C1)[C@H]1C[C@@]12C(N(C1=CC=CC=C21)CCN2C=NC(=C2)C(=O)O)=O ((1R,2R)-1-(2-(2-(4-chlorophenyl)-2′-oxospiro[cyclopropane-1,3′-indoline]-1′-yl)ethyl)-1H-imidazole-4-carboxylic acid). Reaction SMILES: C[O:2][C:3]([C:5]1[N:6]=[CH:7][NH:8][CH:9]=1)=[O:4].[CH2:10](Br)[CH2:11]Br.[Cl:14][C:15]1[CH:20]=[CH:19][C:18]([C@@H:21]2[C@:23]3([C:31]4[C:26](=[CH:27][CH:28]=[CH:29][CH:30]=4)[NH:25][C:24]3=[O:32])[CH2:22]2)=[CH:17][CH:16]=1>>[Cl:14][C:15]1[CH:16]=[CH:17][C:18]([C@@H:21]2[C@@:23]3([C:31]4[C:26](=[CH:27][CH:28]=[CH:29][CH:30]=4)[N:25]([CH2:10][CH2:11][N:8]4[CH:9]=[C:5]([C:3]([OH:2])=[O:4])[N:6]=[CH:7]4)[C:24]3=[O:32])[CH2:22]2)=[CH:19][CH:20]=1. Procedure: The title compound was prepared in analogy to Example 81 starting from methyl-imidazole-4-carboxylate, ethylene dibromide (commercially available), (1R,2S) and (1S,2R)-2-(4-chlorophenyl)spiro[cyclopropane-1,3′-indolin]-2′-one prepared as in Scheme 1. LC/MS m/e calcd. for C22H18ClN3O3: 407, observed (M+H)+: 408.8 1H NMR (400 MHz, MeOD-d4) δppm 2.25 (dd, J=8.59, 1.77 Hz, 2 H) 3.31 (br. s., 1 H) 5.28 (d, J=3.03 Hz, 2 H) 6.12 (d, J=7.58 Hz, 1 H) 6.71-6.85 (m, 1 H) 7.03 (d, J=8.08 Hz, 1 H) 7.12-7.19 ... Reactants: C1CCNCC1, CN(C)C=O, CCOCC, O=C(Nc1cc(Oc2ccc3c(ccn3C(=O)NC3CC3)c2)ccn1)Oc1ccccc1, O=C(Nc1cc(Oc2ccc3c(ccn3C(=O)NC3CC3)c2)ccn1)N1CCC(N2CCCC2)CC1. The product is O=C(Nc1cc(Oc2ccc3c(ccn3C(=O)NC3CC3)c2)ccn1)N1CCCCC1. Reaction SMILES: [CH2:6]1[CH2:7][CH2:8][NH:9][CH2:10][CH2:11]1.[CH3:1][N:2]([CH3:3])[CH:4]=[O:5].[CH3:80][CH2:81][O:82][CH2:83][CH3:84].[CH:12]1([NH:13][C:14]([n:15]2[c:16]3[c:17]([cH:18][c:19]([O:20][c:21]4[cH:22][cH:23][n:24][c:25]([NH:26][C:27](=[O:28])[O:29][c:30]5[cH:31][cH:32][cH:33][cH:34][cH:35]5)[cH:36]4)[cH:37][cH:38]3)[cH:39][cH:40]2)=[O:41])[CH2:42][CH2:43]1.[CH:44]1([NH:47][C:48](=[O:49])[n:50]2[cH:51][cH:52][c:53]3[cH:54][c:55]([O:59][c:60]4[cH:61][c:62]([NH:66][C:67](=[O:68])[N:69]5[CH2:70][CH2:71][CH:72]([N:75]6[CH2:76][CH2:77][CH2:78][CH2:79]6)[CH2:73][CH2:74]5)[n:63][cH:64][cH:65]4)[cH:56][cH:57][c:58]23)[CH2:45][CH2:46]1>>[CH:44]1([NH:47][C:48](=[O:49])[n:50]2[cH:51][cH:52][c:53]3[cH:54][c:55]([O:59][c:60]4[cH:61][c:62]([NH:66][C:67](=[O:68])[N:69]5[CH2:70][CH2:71][CH2:72][CH2:73][CH2:74]5)[n:63][cH:64][cH:65]4)[cH:56][cH:57][c:58]23)[CH2:45][CH2:46]1.